From a dataset of the Open Reaction Database (ORD), a public repository of structured organic reaction records. describe an organic reaction: reactants, conditions, products, and yield Reactants: CI (methyl iodide), [H-].[Na+] (sodium hydride), FC1=C(C=CC=C1)COC1=CC=C(C=C1)[C@H]1CC[C@](N1C(=O)OC(C)(C)C)(C(=O)OC)CO (1-(1,1-dimethylethyl) 2-methyl (2R,5R)-5-(4-{[(2-fluorophenyl)methyl]oxy}phenyl)-2-(hydroxymethyl)-1,2-pyrrolidinedicarboxylate), CI (methyl iodide), [H-].[Na+] (sodium hydride). The reagents and catalysts are FC1=C(C=CC=C1)COC1=CC=C(C=C1)[C@H]1CC[C@](N1C(=O)OC(C)(C)C)(C(=O)OC)CO (1-(1,1-dimethylethyl) 2-methyl (2R,5R)-5-(4-{[(2-fluorophenyl)methyl]oxy}phenyl)-2-(hydroxymethyl)-1,2-pyrrolidinedicarboxylate). Solvent: CN(C)C=O (DMF), CN(C)C=O (DMF). Run at temperature 0 celsius, time 1.5 hour. The product is FC1=C(C=CC=C1)COC1=CC=C(C=C1)[C@H]1CC[C@](N1C(=O)OC(C)(C)C)(C(=O)OC)COC (1-(1,1-Dimethylethyl) 2-methyl (2R,5R)-5-(4-{[(2-fluorophenyl)methyl]oxy}phenyl)-2-[(methyloxy)methyl]-1,2-pyrrolidinedicarboxylate). Yield: 109.7%. RXN SMILES: [F:1][C:2]1[CH:7]=[CH:6][CH:5]=[CH:4][C:3]=1[CH2:8][O:9][C:10]1[CH:15]=[CH:14][C:13]([C@@H:16]2[N:20]([C:21]([O:23][C:24]([CH3:27])([CH3:26])[CH3:25])=[O:22])[C@:19]([CH2:32][OH:33])([C:28]([O:30][CH3:31])=[O:29])[CH2:18][CH2:17]2)=[CH:12][CH:11]=1.[CH3:34]I.[H-].[Na+]>CN(C=O)C.FC1C=CC=CC=1COC1C=CC([C@@H]2N(C(OC(C)(C)C)=O)[C@](CO)(C(OC)=O)CC2)=CC=1>[F:1][C:2]1[CH:7]=[CH:6][CH:5]=[CH:4][C:3]=1[CH2:8][O:9][C:10]1[CH:11]=[CH:12][C:13]([C@@H:16]2[N:20]([C:21]([O:23][C:24]([CH3:27])([CH3:26])[CH3:25])=[O:22])[C@:19]([CH2:32][O:33][CH3:34])([C:28]([O:30][CH3:31])=[O:29])[CH2:18][CH2:17]2)=[CH:14][CH:15]=1 |f:2.3|. Procedure details: To a solution of 1-(1,1-dimethylethyl) 2-methyl (2R,5R)-5-(4-{[(2-fluorophenyl)methyl]oxy}phenyl)-2-(hydroxymethyl)-1,2-pyrrolidinedicarboxylate (D66, 480 mg, 1.04 mmol) and methyl iodide (130 μl, 2 mmol) in dry DMF (5 ml) at 0° C. was added sodium hydride (60 mg, 1.5 mmol, 60% dispersion in mineral oil) and the mixture was stirred for 1.5 h from 0° C. to r.t. A second batch of 1-(1,1-dimethylethyl) 2-methyl (2R,5R)-5-(4-{[(2-fluorophenyl)methyl]oxy}phenyl)-2-(hydroxymethyl)-1,2-pyrrolidinedicar... Starting materials: CC(=O)O, N#CO[Na], O, Nc1ccccc1C=C1c2ccccc2CCc2ccccc21. Yields the product NC(=O)Nc1ccccc1C=C1c2ccccc2CCc2ccccc21. RXN SMILES: [C:24]([OH:25])(=[O:26])[CH3:27].[Na:28][O:29][C:30]#[N:31].[OH2:32].[cH:1]1[cH:2][cH:3][cH:4][c:5]2[c:11]1[CH2:10][CH2:9][c:8]1[c:7]([cH:15][cH:14][cH:13][cH:12]1)[C:6]2=[CH:16][c:17]1[c:18]([NH2:23])[cH:19][cH:20][cH:21][cH:22]1>>[cH:1]1[cH:2][cH:3][cH:4][c:5]2[c:11]1[CH2:10][CH2:9][c:8]1[c:7]([cH:15][cH:14][cH:13][cH:12]1)[C:6]2=[CH:16][c:17]1[c:18]([NH:23][C:30](=[O:29])[NH2:31])[cH:19][cH:20][cH:21][cH:22]1. The reactants are CC(C)(C)OC(=O)NC1CCCCC1COS(C)(=O)=O, CS(C)=O, N#C[K], O. Product: CC(C)(C)OC(=O)NC1CCCCC1CC#N. Reaction SMILES: [CH3:1][S:2]([O:3][CH2:6][CH:7]1[CH:8]([NH:13][C:14]([O:15][C:16]([CH3:17])([CH3:18])[CH3:19])=[O:20])[CH2:9][CH2:10][CH2:11][CH2:12]1)(=[O:4])=[O:5].[CH3:25][S:26]([CH3:27])=[O:28].[K:21][C:22]#[N:23].[OH2:24]>>[CH2:6]([CH:7]1[CH:8]([NH:13][C:14]([O:15][C:16]([CH3:17])([CH3:18])[CH3:19])=[O:20])[CH2:9][CH2:10][CH2:11][CH2:12]1)[C:22]#[N:23].